From a dataset of the Open Reaction Database (ORD), a public repository of structured organic reaction records. describe an organic reaction: reactants, conditions, products, and yield Reactants: CC(=O)[O-], CC(=O)[O-], CC(C)(C)[O-], Cc1c(Cl)ncnc1OC1CCN(C(=O)OC(C)C)CC1, CC(C)OCCNS(=O)(=O)c1ccc(N)c(F)c1, [Na+], C1COCCO1, [Pd+2], CC(C)(C)P(c1ccccc1-c1ccccc1)C(C)(C)C. The product is Cc1c(Nc2ccc(S(=O)(=O)NCCOC(C)C)cc2F)ncnc1OC1CCN(C(=O)OC(C)C)CC1. RXN SMILES: [C:73]([O-:74])(=[O:75])[CH3:76].[C:78]([O-:79])(=[O:80])[CH3:81].[CH3:61][C:62]([CH3:63])([O-:64])[CH3:65].[CH:19]([CH3:20])([CH3:21])[O:22][C:23](=[O:24])[N:25]1[CH2:26][CH2:27][CH:28]([O:31][c:32]2[n:33][cH:34][n:35][c:36]([Cl:39])[c:37]2[CH3:38])[CH2:29][CH2:30]1.[NH2:1][c:2]1[c:3]([F:18])[cH:4][c:5]([S:8](=[O:9])(=[O:10])[NH:11][CH2:12][CH2:13][O:14][CH:15]([CH3:16])[CH3:17])[cH:6][cH:7]1.[Na+:66].[O:67]1[CH2:68][CH2:69][O:70][CH2:71][CH2:72]1.[Pd+2:77].[c:40]1(-[c:41]2[cH:42][cH:43][cH:44][cH:45][cH:46]2)[cH:47][cH:48][cH:49][cH:50][c:51]1[P:52]([C:53]([CH3:54])([CH3:55])[CH3:56])[C:57]([CH3:58])([CH3:59])[CH3:60]>>[NH:1]([c:2]1[c:3]([F:18])[cH:4][c:5]([S:8](=[O:9])(=[O:10])[NH:11][CH2:12][CH2:13][O:14][CH:15]([CH3:16])[CH3:17])[cH:6][cH:7]1)[c:36]1[n:35][cH:34][n:33][c:32]([O:31][CH:28]2[CH2:27][CH2:26][N:25]([C:23]([O:22][CH:19]([CH3:20])[CH3:21])=[O:24])[CH2:30][CH2:29]2)[c:37]1[CH3:38]. The reactants are [Cl-].[NH4+] (ammonium chloride), COC=1C=C(C=CC1)CCN1C(C=2C(C1=O)=CC=CC2)=O (N-(2-(3-methoxyphenyl)ethyl)phthalimide), S1C(=CC=C1)[Li] (2-thienyllithium), solution. Run in O1CCCC1 (tetrahydrofuran). Reaction conditions: time 2 hour. The product is OC1(N(C(C2=CC=CC=C12)=O)CCC1=CC(=CC=C1)OC)C=1SC=CC1 (3-Hydroxy-2-(2-(3-methoxyphenyl)ethyl)-3-(2-thienyl)-2,3-dihydroisoindol-1-one). Reaction SMILES: [CH3:1][O:2][C:3]1[CH:4]=[C:5]([CH2:9][CH2:10][N:11]2[C:15](=[O:16])[C:14]3=[CH:17][CH:18]=[CH:19][CH:20]=[C:13]3[C:12]2=[O:21])[CH:6]=[CH:7][CH:8]=1.[S:22]1[CH:26]=[CH:25][CH:24]=[C:23]1[Li].[Cl-].[NH4+]>O1CCCC1>[OH:21][C:12]1([C:23]2[S:22][CH:26]=[CH:25][CH:24]=2)[C:13]2[C:14](=[CH:17][CH:18]=[CH:19][CH:20]=2)[C:15](=[O:16])[N:11]1[CH2:10][CH2:9][C:5]1[CH:6]=[CH:7][CH:8]=[C:3]([O:2][CH3:1])[CH:4]=1 |f:2.3|. Procedure details: 0.3 g (1.07 mmol) of N-(2-(3-methoxyphenyl)ethyl)phthalimide was dissolved in 10 ml of absolute tetrahydrofuran and, at 0° C., admixed dropwise with a 1 M solution of 0.14 g (1.6 mmol) of 2-thienyllithium. The reaction mixture was allowed to warm to room temperature, after which stirring was continued for 2 h, and the mixture was then admixed with 10 ml of saturated ammonium chloride solution. The mixture was extracted three times with diethyl ether and the combined organic phases were washed on... Starting materials: compound, [N+](=O)([O-])C1=CC=C(COC(=O)N=C(N[C@@H](C(=O)NC2CN(C2)C(=O)OC(C)(C)C)C)NC(=O)OCC2=CC=C(C=C2)[N+](=O)[O-])C=C1 (tert-Butyl 3-[(2R)-2-[2,3-di(4-nitrobenzyloxycarbonyl)guanidino]-2-methylacetylamino]-1-azetidinecarboxylate), FC(C(=O)O)(F)F (trifluoroacetic acid). The solvent is ClCCl (dichloromethane). The product is FC(C(=O)O)(F)F.[N+](=O)([O-])C1=CC=C(COC(=O)N=C(N[C@H](C(=O)NC2CNC2)C)NC(=O)OCC2=CC=C(C=C2)[N+](=O)[O-])C=C1 (3-[(2S)-2-[2,3-Di(4-nitrobenzyloxycarbonyl)guanidino]-2-methylacetylamino]azetidine trifluoroacetate). RXN SMILES: [N+:1]([C:4]1[CH:46]=[CH:45][C:7]([CH2:8][O:9][C:10]([N:12]=[C:13]([NH:31][C:32]([O:34][CH2:35][C:36]2[CH:41]=[CH:40][C:39]([N+:42]([O-:44])=[O:43])=[CH:38][CH:37]=2)=[O:33])[NH:14][C@H:15]([CH3:30])[C:16]([NH:18][CH:19]2[CH2:22][N:21](C(OC(C)(C)C)=O)[CH2:20]2)=[O:17])=[O:11])=[CH:6][CH:5]=1)([O-:3])=[O:2].[F:47][C:48]([F:53])([F:52])[C:49]([OH:51])=[O:50]>ClCCl>[F:47][C:48]([F:53])([F:52])[C:49]([OH:51])=[O:50].[N+:1]([C:4]1[CH:46]=[CH:45][C:7]([CH2:8][O:9][C:10]([N:12]=[C:13]([NH:31][C:32]([O:34][CH2:35][C:36]2[CH:37]=[CH:38][C:39]([N+:42]([O-:44])=[O:43])=[CH:40][CH:41]=2)=[O:33])[NH:14][C@@H:15]([CH3:30])[C:16]([NH:18][CH:19]2[CH2:22][NH:21][CH2:20]2)=[O:17])=[O:11])=[CH:6][CH:5]=1)([O-:3])=[O:2] |f:3.4|. Procedure: To a solution of the compound (846 mg), which had been obtained in (1), in anhydrous dichloromethane (10 ml), trifluoroacetic acid (3 ml) was added dropwise under ice cooling. The reaction mixture was then treated in a similar manner to that described in Referential Example 16-(2), whereby the title compound was obtained. The product was provided for use in the subsequent reaction without isolation. Infrared absorption spectrum (Liquid film) νmax cm-1 : 3213, 1758, 1677, 1610, 1600, 1560, 1526. Starting materials: NC1=CC(=NN1C=1C(=NN(C1)CCOC1OCCCC1)CO)C(C)(C)C ({5-Amino-3-tert-butyl-1′-[2-(tetrahydro-pyran-2-yloxy)-ethyl]-1′H-[1,4′]bipyrazolyl-3′-yl}-methanol), N1C=NC=C1 (imidazole), Cl[Si](C(C)C)(C(C)C)C(C)C (chlorotriisopropylsilane). The solvent is CN(C)C=O (DMF). The product is C(C)(C)(C)C1=NN(C(=C1)N)C=1C(=NN(C1)CCOC1OCCCC1)CO[Si](C(C)C)(C(C)C)C(C)C (3-tert-Butyl-1′-[2-(tetrahydro-pyran-2-yloxy)-ethyl]-3′-triisopropylsilanyloxymethyl-1′H-[1,4′]bipyrazolyl-5-ylamine). The yield is 77.0%. RXN SMILES: [NH2:1][C:2]1[N:6]([C:7]2[C:8]([CH2:21][OH:22])=[N:9][N:10]([CH2:12][CH2:13][O:14][CH:15]3[CH2:20][CH2:19][CH2:18][CH2:17][O:16]3)[CH:11]=2)[N:5]=[C:4]([C:23]([CH3:26])([CH3:25])[CH3:24])[CH:3]=1.N1C=CN=C1.Cl[Si:33]([CH:40]([CH3:42])[CH3:41])([CH:37]([CH3:39])[CH3:38])[CH:34]([CH3:36])[CH3:35]>CN(C=O)C>[C:23]([C:4]1[CH:3]=[C:2]([NH2:1])[N:6]([C:7]2[C:8]([CH2:21][O:22][Si:33]([CH:40]([CH3:42])[CH3:41])([CH:37]([CH3:39])[CH3:38])[CH:34]([CH3:36])[CH3:35])=[N:9][N:10]([CH2:12][CH2:13][O:14][CH:15]3[CH2:20][CH2:19][CH2:18][CH2:17][O:16]3)[CH:11]=2)[N:5]=1)([CH3:26])([CH3:25])[CH3:24]. Procedure details: A solution of Intermediate 74e (0.39 g, 1.10 mmol) in DMF (3.9 mL) was treated with imidazole (0.18 g, 2.7 mmol) then chlorotriisopropylsilane (0.28 mL, 1.3 mmol) and the mixture was stirred at RT for 22 h. The mixture was evaporated in vacuo and the residue was partitioned between EtOAc and water. The aqueous layer was then extracted with EtOAc (2×). The combined organic layers were washed with saturated aqueous sodium bicarbonate solution and brine, dried (Na2SO4), filtered and evaporated in v... Starting materials: CC(=O)c1c(C)[nH]c(-c2ccccc2C)c1N, O=Cc1ccc(Cl)cc1. As a reaction SMILES: [C:1]([CH3:2])(=[O:3])[c:4]1[c:5]([NH2:17])[c:6](-[c:10]2[c:11]([CH3:16])[cH:12][cH:13][cH:14][cH:15]2)[nH:7][c:8]1[CH3:9].[Cl:18][c:19]1[cH:20][cH:21][c:22]([CH:23]=[O:24])[cH:25][cH:26]1>>[C:1]([CH3:2])(=[O:3])[c:4]1[c:5]([NH:17][CH2:23][c:22]2[cH:21][cH:20][c:19]([Cl:18])[cH:26][cH:25]2)[c:6](-[c:10]2[c:11]([CH3:16])[cH:12][cH:13][cH:14][cH:15]2)[nH:7][c:8]1[CH3:9]. Yields the product CC(=O)c1c(C)[nH]c(-c2ccccc2C)c1NCc1ccc(Cl)cc1.